describe an organic reaction: reactants, conditions, products, and yield From a dataset of the Open Reaction Database (ORD), a public repository of structured organic reaction records. RXN SMILES: [CH2:1]([O:8][C:9]1[C:17]([C:18]2[NH:23][C:22](=[O:24])[C:21]([C:25]([O:27]C)=[O:26])=[C:20]([OH:29])[C:19]=2[CH2:30][CH3:31])=[CH:16][CH:15]=[C:14]2[C:10]=1[CH:11]=[CH:12][N:13]2[CH3:32])[C:2]1[CH:7]=[CH:6][CH:5]=[CH:4][CH:3]=1.[Li+].[I-].Cl>CCOC(C)=O>[CH2:1]([O:8][C:9]1[C:17]([C:18]2[NH:23][C:22](=[O:24])[C:21]([C:25]([OH:27])=[O:26])=[C:20]([OH:29])[C:19]=2[CH2:30][CH3:31])=[CH:16][CH:15]=[C:14]2[C:10]=1[CH:11]=[CH:12][N:13]2[CH3:32])[C:2]1[CH:7]=[CH:6][CH:5]=[CH:4][CH:3]=1 |f:1.2|. Reactants: C(C1=CC=CC=C1)OC1=C2C=CN(C2=CC=C1C1=C(C(=C(C(N1)=O)C(=O)OC)O)CC)C (methyl 6-(4-(benzyloxy)-1-methyl-1H-indol-5-yl)-5-ethyl-4-hydroxy-2-oxo-1,2-dihydropyridine-3-carboxylate), [Li+].[I-] (LiI), Cl (HCl). Procedure details: To a solution of methyl 6-(4-(benzyloxy)-1-methyl-1H-indol-5-yl)-5-ethyl-4-hydroxy-2-oxo-1,2-dihydropyridine-3-carboxylate (0.0387 g, 0.09 mmol) in EtOAc (0.5 mL) was added LiI (0.0360 g, 0.27 mmol). The reaction mixture was stirred and heated at 60° C. for 1 h until complete consumption of starting material was observed. The mixture was then cooled to room temperature and acidified with aqueous HCl (1M, 1.0 mL) to pH˜2. The product was extracted with EtOAc (3×3 mL). The organic phase was dried ... Product: C(C1=CC=CC=C1)OC1=C2C=CN(C2=CC=C1C1=C(C(=C(C(N1)=O)C(=O)O)O)CC)C (6-(4-(Benzyloxy)-1-methyl-1H-indol-5-yl)-5-ethyl-4-hydroxy-2-oxo-1,2-dihydropyridine-3-carboxylic acid). Conditions: temperature 60 celsius. The solvent is CCOC(=O)C (EtOAc). Isolated yield 93.5%. Reactants: CC1=C(C=CC=C1)N1C(=NN=C1C=1C(=CC(=C(C(=O)N(CCCC)C)C1)OCC1=CC=CC=C1)OCC1=CC=CC=C1)O (5-[4-(2-methylphenyl)-3-hydroxy-4H-1,2,4-triazol-5-yl]-2,4-bisbenzyloxy-N-methyl-N-butylbenzamide), [H][H] (hydrogen). Reagents/catalysts: [Pd] (Pd/C). Run in C1CCOC1 (THF). Product: CC1=C(C=CC=C1)N1C(=NN=C1C=1C(=CC(=C(C(=O)N(CCCC)C)C1)O)O)O (5-[4-(2-methylphenyl)-3-hydroxy-4H-1,2,4-triazol-5-yl]-2,4-dihydroxy-N-methyl-N-butylbenzamide). Yield: 97.6%. RXN SMILES: [CH3:1][C:2]1[CH:7]=[CH:6][CH:5]=[CH:4][C:3]=1[N:8]1[C:12]([C:13]2[C:14]([O:35]CC3C=CC=CC=3)=[CH:15][C:16]([O:27]CC3C=CC=CC=3)=[C:17]([CH:26]=2)[C:18]([N:20]([CH3:25])[CH2:21][CH2:22][CH2:23][CH3:24])=[O:19])=[N:11][N:10]=[C:9]1[OH:43].[H][H]>C1COCC1.[Pd]>[CH3:1][C:2]1[CH:7]=[CH:6][CH:5]=[CH:4][C:3]=1[N:8]1[C:12]([C:13]2[C:14]([OH:35])=[CH:15][C:16]([OH:27])=[C:17]([CH:26]=2)[C:18]([N:20]([CH3:25])[CH2:21][CH2:22][CH2:23][CH3:24])=[O:19])=[N:11][N:10]=[C:9]1[OH:43]. Procedure: A solution of 1.1 kg of 5-[4-(2-methylphenyl)-3-hydroxy-4H-1,2,4-triazol-5-yl]-2,4-bisbenzyloxy-N-methyl-N-butylbenzamide, 5% Pd/C (50.5% of water) and 85 l of hydrogen in 10 l of THF is treated at 23° C. for 7 h in an autoclave. The resultant solution is subsequently evaporated and crystallised from ethanol, giving 738 g (95%) of 5-[4-(2-methylphenyl)-3-hydroxy-4H-1,2,4-triazol-5-yl]-2,4-dihydroxy-N-methyl-N-butylbenzamide (“C1”); MW 396.5. Reactants: BrC=1OC(=NN1)C (2-bromo-5-methyl-1,3,4-oxadiazole), C1=CC=C(C=C1)P(C2=CC=CC=C2)C3=C(C4=CC=CC=C4C=C3)C5=C(C=CC6=CC=CC=C65)P(C7=CC=CC=C7)C8=CC=CC=C8 ((R)-(+)-2,2′-bis(diphenylphosphino)-1,1′-binaphthyl), CC(C)([O-])C.[Na+] (Sodium tert-butoxide), ClC=1C=C(N)C=C(C1)Cl (3,5-dichloroaniline). The reagents and catalysts are C=1C=CC(=CC1)/C=C/C(=O)/C=C/C2=CC=CC=C2.C=1C=CC(=CC1)/C=C/C(=O)/C=C/C2=CC=CC=C2.C=1C=CC(=CC1)/C=C/C(=O)/C=C/C2=CC=CC=C2.[Pd].[Pd] (Tris(dibenzylideneacetone)dipalladium(0)). Run in C1(=CC=CC=C1)C (toluene). Run at temperature 140 celsius. Product: ClC=1C=C(C=C(C1)Cl)NC=1OC(=NN1)C ((3,5-Dichloro-phenyl)-(5-methyl-[1,3,4]oxadiazol-2-yl)-amine). As a reaction SMILES: Br[C:2]1[O:3][C:4]([CH3:7])=[N:5][N:6]=1.C1C=CC(P(C2C=CC3C(=CC=CC=3)C=2C2C3C(=CC=CC=3)C=CC=2P(C2C=CC=CC=2)C2C=CC=CC=2)C2C=CC=CC=2)=CC=1.CC(C)([O-])C.[Na+].[Cl:60][C:61]1[CH:62]=[C:63]([CH:65]=[C:66]([Cl:68])[CH:67]=1)[NH2:64]>C1C=CC(/C=C/C(/C=C/C2C=CC=CC=2)=O)=CC=1.C1C=CC(/C=C/C(/C=C/C2C=CC=CC=2)=O)=CC=1.C1C=CC(/C=C/C(/C=C/C2C=CC=CC=2)=O)=CC=1.[Pd].[Pd].C1(C)C=CC=CC=1>[Cl:60][C:61]1[CH:62]=[C:63]([NH:64][C:2]2[O:3][C:4]([CH3:7])=[N:5][N:6]=2)[CH:65]=[C:66]([Cl:68])[CH:67]=1 |f:2.3,5.6.7.8.9|. Procedure details: In a 5 mL microwave tube, 2-bromo-5-methyl-1,3,4-oxadiazole (200 mg, 1.23 mmol, Eq: 0.05), Tris(dibenzylideneacetone)dipalladium(0) (56.2 mg, 61.4 μmol, Eq: 0.05) and (R)-(+)-2,2′-bis(diphenylphosphino)-1,1′-binaphthyl (38.2 mg, 61.4 μmol, Eq: 0.05) were combined with toluene (10.0 ml) to give a brown suspension. Sodium tert-butoxide (236 mg, 2.45 mmol, Eq: 2.00) and 3,5-dichloroaniline (199 mg, 1.23 mmol, Eq: 1.00) were added. The solution was degassed with argon for 5 min, heated to 140° C. fo... Starting materials: CC(C)(C)OC(=O)N1CC(OS(C)(=O)=O)C1, [H-], Ic1cn[nH]c1, [Na+], CN(C)C=O, O. Product: CC(C)(C)OC(=O)N1CC(n2cc(I)cn2)C1. RXN SMILES: [CH3:9][S:10]([O:11][CH:14]1[CH2:15][N:16]([C:18](=[O:19])[O:20][C:21]([CH3:22])([CH3:23])[CH3:24])[CH2:17]1)(=[O:12])=[O:13].[H-:8].[I:1][c:2]1[cH:3][n:4][nH:5][cH:6]1.[Na+:7].[O:26]=[CH:27][N:28]([CH3:29])[CH3:30].[OH2:25]>>[I:1][c:2]1[cH:3][n:4][n:5]([CH:14]2[CH2:15][N:16]([C:18](=[O:19])[O:20][C:21]([CH3:22])([CH3:23])[CH3:24])[CH2:17]2)[cH:6]1. Reactants: C, COC(=O)COc1ncncc1OCc1ccccc1, CCOC(C)=O, [Pd]. Product: COC(=O)COc1ncncc1O. As a reaction SMILES: [C:21].[CH2:1]([c:2]1[cH:3][cH:4][cH:5][cH:6][cH:7]1)[O:8][c:9]1[c:10]([O:15][CH2:16][C:17](=[O:18])[O:19][CH3:20])[n:11][cH:12][n:13][cH:14]1.[CH3:23][CH2:24][O:25][C:26](=[O:27])[CH3:28].[Pd:22]>>[OH:8][c:9]1[c:10]([O:15][CH2:16][C:17](=[O:18])[O:19][CH3:20])[n:11][cH:12][n:13][cH:14]1. Starting materials: COC(=O)C1=NC(=NC=C1)S(=O)(=O)C (2-Methanesulfonyl-pyrimidine-4-carboxylic acid methyl ester), [H-].[Na+] (NaH), suspension, C1(=CC=CC=C1)O (phenol), C1(=CC=CC=C1)O (phenol). The solvent is C1CCOC1 (THF), C1CCOC1 (THF). Reaction conditions: time 12 hour. The product is COC(=O)C1=NC(=NC=C1)OC1=CC=CC=C1 (2-phenoxy-pyrimidine-4-carboxylic acid methyl ester). Isolated yield 25.0%. Reaction SMILES: [H-].[Na+].[C:3]1([OH:9])[CH:8]=[CH:7][CH:6]=[CH:5][CH:4]=1.[CH3:10][O:11][C:12]([C:14]1[CH:19]=[CH:18][N:17]=[C:16](S(C)(=O)=O)[N:15]=1)=[O:13]>C1COCC1>[CH3:10][O:11][C:12]([C:14]1[CH:19]=[CH:18][N:17]=[C:16]([O:9][C:3]2[CH:8]=[CH:7][CH:6]=[CH:5][CH:4]=2)[N:15]=1)=[O:13] |f:0.1|. Reported procedure: NaH (3.5 g of a 60% suspension, 87.4 mmol) is added to a solution of phenol (8.23 g, 87.4 mmol) in THF (100 mL) at room temperature. 2-Methanesulfonyl-pyrimidine-4-carboxylic acid methyl ester, 15, (6.3 g, 29.1 mmol) is dissolved in THF (60 mL) and added dropwise to the solution of phenol. The reaction is allowed to stir for 12 hours then quenched by the addition of saturated aqueous NH4Cl. The aqueous phase is extracted with methylene chloride and the combined organic layers are dried, filtered... Reactants: C(=O)(OCC1=CC=CC=C1)N[C@@H](C)C(=O)N(CC(=O)O)CC1=CC=C(C=C1)C (N-carbobenzoxy-L-alanyl-N-(4-methylbenzyl)-glycine), C(C(=O)C)(=O)O (pyruvic acid). Reagents/catalysts: [Pd] (palladium on carbon). Run in C(C)O (ethanol). Run at time 4 hour. Yields the product C(C(=O)C)(=O)O.C(=O)(O)C(C)N[C@@H](C)C(=O)N(CC(=O)O)CC1=CC=C(C=C1)C (N-(1-Carboxyethyl)-L-alanyl-N-(4-methylbenzyl)-glycine pyruvate). RXN SMILES: C([NH:11][C@H:12]([C:14]([N:16]([CH2:21][C:22]1[CH:27]=[CH:26][C:25]([CH3:28])=[CH:24][CH:23]=1)[CH2:17][C:18]([OH:20])=[O:19])=[O:15])[CH3:13])(OCC1C=CC=CC=1)=O.[C:29]([OH:34])(=[O:33])[C:30]([CH3:32])=[O:31]>C(O)C.[Pd]>[C:29]([OH:34])(=[O:33])[C:30]([CH3:32])=[O:31].[C:29]([CH:30]([NH:11][C@H:12]([C:14]([N:16]([CH2:21][C:22]1[CH:27]=[CH:26][C:25]([CH3:28])=[CH:24][CH:23]=1)[CH2:17][C:18]([OH:20])=[O:19])=[O:15])[CH3:13])[CH3:32])([OH:34])=[O:33] |f:4.5|. Reported procedure: To a solution of N-carbobenzoxy-L-alanyl-N-(4-methylbenzyl)-glycine (5.8 g, 15.1 mmol) and pyruvic acid (3.3 g, 37.8 mmol) in 200 ml absolute ethanol was added 10 palladium on carbon (0.5 g). The mixture was hydrogenated at 30 psi for 4 hours and filtered. Concentration of the volatiles in vacuo provided an oil product which was purified as in example 7D.